This data is from the Open Reaction Database (ORD), a public repository of structured organic reaction records. The task is: describe an organic reaction: reactants, conditions, products, and yield The reactants are BrC=1C=CC2=C(C=3N(C4CC2C4)C(=C(N3)C(=O)OC)C=O)C1 (Methyl 10-bromo-3-formyl-6,7-dihydro-5H-5,7-methanobenzo[c]imidazo[1,2-a]azepine-2-carboxylate), N1CCCC1 (pyrrolidine). Product: BrC=1C=CC2=C(C=3N(C4CC2C4)C(=C(N3)C(=O)OC)CN3CCCC3)C1 (methyl 10-bromo-3-(pyrrolidin-1-ylmethyl)-6,7-dihydro-5H-5,7-methanobenzo[c]imidazo[1,2-a]azepine-2-carboxylate). The yield is 70.0%. As a reaction SMILES: [Br:1][C:2]1[CH:3]=[CH:4][C:5]2[CH:11]3[CH2:12][CH:9]([CH2:10]3)[N:8]3[C:13]([CH:20]=O)=[C:14]([C:16]([O:18][CH3:19])=[O:17])[N:15]=[C:7]3[C:6]=2[CH:22]=1.[NH:23]1[CH2:27][CH2:26][CH2:25][CH2:24]1>>[Br:1][C:2]1[CH:3]=[CH:4][C:5]2[CH:11]3[CH2:12][CH:9]([CH2:10]3)[N:8]3[C:13]([CH2:20][N:23]4[CH2:27][CH2:26][CH2:25][CH2:24]4)=[C:14]([C:16]([O:18][CH3:19])=[O:17])[N:15]=[C:7]3[C:6]=2[CH:22]=1. Reported procedure: Methyl 10-bromo-3-formyl-6,7-dihydro-5H-5,7-methanobenzo[c]imidazo[1,2-a]azepine-2-carboxylate was reacted with pyrrolidine similarly to as described in Example 7 to afford 320 mg (70%) of methyl 10-bromo-3-(pyrrolidin-1-ylmethyl)-6,7-dihydro-5H-5,7-methanobenzo[c]imidazo[1,2-a]azepine-2-carboxylate as a white solid. methyl 10-bromo-3-(pyrrolidin-1-ylmethyl)-6,7-dihydro-5H-5,7-methanobenzo[c]imidazo[1,2-a]azepine-2-carboxylate was subjected to General Procedure L to afford 130 mg (47%) of 10-bro...